This data is from the Open Reaction Database (ORD), a public repository of structured organic reaction records. The task is: describe an organic reaction: reactants, conditions, products, and yield Starting materials: CCO, C1COCCO1, O=c1c(-c2ccc([N+](=O)[O-])cc2)coc2cc(O)c(O)cc12. The product is Nc1ccc(-c2coc3cc(O)c(O)cc3c2=O)cc1. As a reaction SMILES: [CH3:29][CH2:30][OH:31].[O:23]1[CH2:24][CH2:25][O:26][CH2:27][CH2:28]1.[OH:1][c:2]1[c:3]([OH:22])[cH:4][c:5]2[c:6]([c:7](=[O:20])[c:8](-[c:11]3[cH:12][cH:13][c:14]([N+:17]([O-:18])=[O:19])[cH:15][cH:16]3)[cH:9][o:10]2)[cH:21]1>>[OH:1][c:2]1[c:3]([OH:22])[cH:4][c:5]2[c:6]([c:7](=[O:20])[c:8](-[c:11]3[cH:12][cH:13][c:14]([NH2:17])[cH:15][cH:16]3)[cH:9][o:10]2)[cH:21]1. The reactants are OC=1C=CC2=C(SC(=C2C(=O)C2=CC=C(C=C2)OCCN2CCCCC2)C2CCC(CC2)O)C1 ((6-hydroxy-2-(4-hydroxycyclohexyl)benzo[b]thien-3-yl][4-[2-(1-piperidinyl)ethoxy]phenyl]methanone), C(C)(=O)OC(C)=O (acetic anhydride), N1=CC=CC=C1 (pyridine), C(Cl)(Cl)Cl (chloroform), CO (methanol). Run at time 18 hour. Product: C(C)(=O)OC=1C=CC2=C(SC(=C2C(=O)C2=CC=C(C=C2)OCCN2CCCCC2)C2CCC(CC2)OC(C)=O)C1 ([6-acetoxy-2-(4-acetoxycyclohexyl)benzo[b]thien-3-yl][4-[2-(1-piperidinyl)ethoxy]phenyl]methanone). As a reaction SMILES: [OH:1][C:2]1[CH:3]=[CH:4][C:5]2[C:9]([C:10]([C:12]3[CH:17]=[CH:16][C:15]([O:18][CH2:19][CH2:20][N:21]4[CH2:26][CH2:25][CH2:24][CH2:23][CH2:22]4)=[CH:14][CH:13]=3)=[O:11])=[C:8]([CH:27]3[CH2:32][CH2:31][CH:30]([OH:33])[CH2:29][CH2:28]3)[S:7][C:6]=2[CH:34]=1.[C:35](OC(=O)C)(=[O:37])[CH3:36].N1[CH:47]=[CH:46]C=CC=1.C(Cl)(Cl)Cl.C[OH:53]>>[C:35]([O:1][C:2]1[CH:3]=[CH:4][C:5]2[C:9]([C:10]([C:12]3[CH:13]=[CH:14][C:15]([O:18][CH2:19][CH2:20][N:21]4[CH2:22][CH2:23][CH2:24][CH2:25][CH2:26]4)=[CH:16][CH:17]=3)=[O:11])=[C:8]([CH:27]3[CH2:28][CH2:29][CH:30]([O:33][C:46](=[O:53])[CH3:47])[CH2:31][CH2:32]3)[S:7][C:6]=2[CH:34]=1)(=[O:37])[CH3:36]. Procedure: A mixture of 10 mg of (6-hydroxy-2-(4-hydroxycyclohexyl)benzo[b]thien-3-yl][4-[2-(1-piperidinyl)ethoxy]phenyl]methanone, 0.5 mL of acetic anhydride, and 0.5 mL of pyridine is agitated for 18 hours at room temperature. Ice is added to the reaction mixture, and the system is agitated for 30 minutes, after which the organic layer is extracted with ethyl acetate, washed with water and a saturated aqueous solution of sodium hydrogencarbonate, and dried with anhydrous magnesium sulfate. The solvent is...